From a dataset of the Open Reaction Database (ORD), a public repository of structured organic reaction records. describe an organic reaction: reactants, conditions, products, and yield The reactants are [BH4-], C1CCOC1, CCO, CCCC(=O)c1ccc(C(=O)OC)cc1, [Na+]. Yields the product CCCC(O)c1ccc(C(=O)OC)cc1. As a reaction SMILES: [BH4-:16].[CH2:21]1[O:22][CH2:23][CH2:24][CH2:25]1.[CH3:18][CH2:19][OH:20].[CH3:1][O:2][C:3]([c:4]1[cH:5][cH:6][c:7]([C:10]([CH2:11][CH2:12][CH3:13])=[O:14])[cH:8][cH:9]1)=[O:15].[Na+:17]>>[CH3:1][O:2][C:3]([c:4]1[cH:5][cH:6][c:7]([CH:10]([CH2:11][CH2:12][CH3:13])[OH:14])[cH:8][cH:9]1)=[O:15]. Reactants: Cl.NC=1C2=C(NS(N1)(=O)=O)C=CC=C2OC[C@@H]2[NH2+]CCCC2 ((R)-2-(((4-amino-2,2-dioxido-1H-benzo[c][1,2,6]thiadiazin-5-yl)oxy)methyl)piperidinium hydrochloride), OC=1C=C(C(=O)O)C=CN1 (2-hydroxyisonicotinic acid). The product is NC=1C2=C(NS(N1)(=O)=O)C=CC=C2OC[C@@H]2N(CCCC2)C(=O)C2=CC(=NC=C2)O ((R)-(2-(((4-amino-2,2-dioxido-1H-benzo[c][1,2,6]thiadiazin-5-yl)oxy)methyl)piperidin-1-yl)(2-hydroxypyridin-4-yl)methanone). Reaction SMILES: Cl.[NH2:2][C:3]1[C:4]2[C:14]([O:15][CH2:16][C@H:17]3[CH2:22][CH2:21][CH2:20][CH2:19][NH2+:18]3)=[CH:13][CH:12]=[CH:11][C:5]=2[NH:6][S:7](=[O:10])(=[O:9])[N:8]=1.[OH:23][C:24]1[CH:25]=[C:26]([CH:30]=[CH:31][N:32]=1)[C:27](O)=[O:28]>>[NH2:2][C:3]1[C:4]2[C:14]([O:15][CH2:16][C@H:17]3[CH2:22][CH2:21][CH2:20][CH2:19][N:18]3[C:27]([C:26]3[CH:30]=[CH:31][N:32]=[C:24]([OH:23])[CH:25]=3)=[O:28])=[CH:13][CH:12]=[CH:11][C:5]=2[NH:6][S:7](=[O:9])(=[O:10])[N:8]=1 |f:0.1|. Reported procedure: Prepared as in Example 15 from (R)-2-(((4-amino-2,2-dioxido-1H-benzo[c][1,2,6]thiadiazin-5-yl)oxy)methyl)piperidinium hydrochloride (Example 15a) and 2-hydroxyisonicotinic acid. 1H NMR (400 MHz, DMSO-d6) δ 1.41 (m, 1H), 1.52-1.74 (m, 4H), 1.81 (m, 1H), 3.22 (m, 1H), 3.43 (m, 1H), 4.19 (dd, 1H, J=10.1, 3.8 Hz), 4.62 (t, 1H, J=10.5 Hz), 5.16 (m, 1H), 6.06 (d, 1H, J=7.0 Hz), 6.23 (s, 1H), 6.61 (d, 1H, J=8.0 Hz,), 6.87 (d, 1H, J=8.7 Hz), 7.45 (m, 2H), 7.75 (br s, 1H), 8.36 (br s, 1H), 10.92 (s, 1H),... Starting materials: C1CCOC1 (THF), C1CCOC1 (THF), S(O)(O)(=O)=O (sulfuric acid), OS(=O)(=O)O.O=S(=O)=O (oleum). Run in O (water). Reaction conditions: time 2 hour. Yields the product CCCCO[C@@H](CC)CO (PTMG). The yield is 54.8%. RXN SMILES: [CH2:1]1[CH2:5][O:4][CH2:3][CH2:2]1.S(=O)(=O)(O)O.OS(O)(=O)=O.O=S(=O)=O>O>[CH3:1][CH2:5][CH2:1][CH2:5][O:4][C@H:3]([CH2:2][OH:4])[CH2:3][CH3:2] |f:2.3|. Procedure: To 360 g of THF (water content approximately 50 ppm) was added dropwise while cooling fuming sulfuric acid containing 25 wt % of free SO3 (25% oleum) in the amounts shown in Table 1, after which FSA was further added dropwise thereto. The temperature of the THF increased by the dropwise addition of the FSA. The polymerization was assumed to be initiated at the point when the systems reached the temperatures shown in Table 1, and the polymerization was continued at at these temperatures for the t... Reactants: C(C1=CC=CC=C1)OC(=O)C=1C=C2C=3C=C(N=CC3NC2=CC1)S(=O)C (6-benzyloxycarbonyl-3-methylsulfinyl-β-carboline), alcoholate, [H-].[Na+] (sodium hydride). Run in C(C)O (ethanol). Yields the product C(C)OC(=O)C=1C=C2C=3C=C(N=CC3NC2=CC1)S(=O)C (6-ethoxycarbonyl-3-methylsulfinyl-β-carboline). RXN SMILES: [CH2:1]([O:8][C:9]([C:11]1[CH:12]=[C:13]2[C:21](=[CH:22][CH:23]=1)[NH:20][C:19]1[CH:18]=[N:17][C:16]([S:24]([CH3:26])=[O:25])=[CH:15][C:14]2=1)=[O:10])[C:2]1C=CC=CC=1.[H-].[Na+]>C(O)C>[CH2:1]([O:8][C:9]([C:11]1[CH:12]=[C:13]2[C:21](=[CH:22][CH:23]=1)[NH:20][C:19]1[CH:18]=[N:17][C:16]([S:24]([CH3:26])=[O:25])=[CH:15][C:14]2=1)=[O:10])[CH3:2] |f:1.2|. Procedure: 270 mg of 6-benzyloxycarbonyl-3-methylsulfinyl-β-carboline are refluxed for 1.5 hours with an alcoholate solution prepared from 27 mg 80% sodium hydride and 15 ml of absolute ethanol. After concentration, it is picked up in ethyl acetate and suctioned off. 78 mg of 6-ethoxycarbonyl-3-methylsulfinyl-β-carboline with a 240°-243° C. melting point are obtained. The reactants are CC(C)(C)OC(=O)N1CCCC(Cc2ccc(N3CC(=O)NS3(=O)=O)c(O)c2)C1, Cl, C1COCCO1. Product: Cl, O=C1CN(c2ccc(CC3CCCNC3)cc2O)S(=O)(=O)N1. RXN SMILES: [C:1]([O:2][C:3](=[O:4])[N:8]1[CH2:9][CH:10]([CH2:14][c:15]2[cH:16][c:17]([OH:29])[c:18]([N:21]3[S:22](=[O:27])(=[O:28])[NH:23][C:24](=[O:26])[CH2:25]3)[cH:19][cH:20]2)[CH2:11][CH2:12][CH2:13]1)([CH3:5])([CH3:6])[CH3:7].[ClH:30].[O:31]1[CH2:32][CH2:33][O:34][CH2:35][CH2:36]1>>[ClH:30].[NH:8]1[CH2:9][CH:10]([CH2:14][c:15]2[cH:16][c:17]([OH:29])[c:18]([N:21]3[S:22](=[O:27])(=[O:28])[NH:23][C:24](=[O:26])[CH2:25]3)[cH:19][cH:20]2)[CH2:11][CH2:12][CH2:13]1.